Dataset: the Open Reaction Database (ORD), a public repository of structured organic reaction records. Task: describe an organic reaction: reactants, conditions, products, and yield The reactants are COC(C1=C(C=C(C=C1Cl)Br)CBr)=O (4-bromo-2-bromomethyl-6-chloro-benzoic acid methyl ester), C1CCOC1 (THF), C(C)N (ethyl amine), C(=O)([O-])[O-].[K+].[K+] (K2CO3). Run in C1(=CC=CC=C1)C (toluene), C(C)(=O)OCC (ethyl acetate), CCCCCC (hexane). Reaction conditions: temperature 100 celsius, time 2 hour. Yields the product BrC=1C=C2CN(C(C2=C(C1)Cl)=O)CC (5-bromo-7-chloro-2-ethyl-2,3-dihydro-isoindol-1-one). Yield: 37.0%. RXN SMILES: CO[C:3](=[O:14])[C:4]1[C:9]([Cl:10])=[CH:8][C:7]([Br:11])=[CH:6][C:5]=1[CH2:12]Br.C1COCC1.[CH2:20]([NH2:22])[CH3:21].C([O-])([O-])=O.[K+].[K+]>C1(C)C=CC=CC=1.CCCCCC.C(OCC)(=O)C>[Br:11][C:7]1[CH:6]=[C:5]2[C:4](=[C:9]([Cl:10])[CH:8]=1)[C:3](=[O:14])[N:22]([CH2:20][CH3:21])[CH2:12]2 |f:3.4.5|. Procedure: A mixture of 4-bromo-2-bromomethyl-6-chloro-benzoic acid methyl ester (0.684 g, 2.00 mmol), 2M THF solution of ethyl amine (1.3 mL, 2.6 mmol), and K2CO3 (0.552 g, 4.0 mmol) in toluene (5 mL) was heated with stirring at 100° C. for 2 h. Workup and silica gel column chromatography using 30% ethyl acetate in hexane afforded 5-bromo-7-chloro-2-ethyl-2,3-dihydro-isoindol-1-one (0.203 g, 37%). GC-MS: m/z 275 (M)+, 258 (M−27)+. 1H NMR (300 MHz, CDCl3): δ (ppm) 1.24 (t, 3H), 3.64 (q, 2H) 4.34 (s, 2H), 7... Reactants: O[C@H]1CN(CC1)C=O ((R)-3-hydroxypyrrolidine-1-carbaldehyde), O1CCCC=C1 (dihydropyran), C1(=CC=C(C=C1)S(=O)(=O)O)C (p-toluenesulphonic acid). Run at time 1 hour. Product: O1C(CCCC1)OC1CN(CC1)C=O (3-(tetrahydropyran-2-yloxy)pyrrolidine-1-carbaldehyde). The yield is 100.0%. Reaction SMILES: [OH:1][C@@H:2]1[CH2:6][CH2:5][N:4]([CH:7]=[O:8])[CH2:3]1.[O:9]1[CH:14]=[CH:13][CH2:12][CH2:11][CH2:10]1.C1(C)C=CC(S(O)(=O)=O)=CC=1>>[O:9]1[CH2:14][CH2:13][CH2:12][CH2:11][CH:10]1[O:1][CH:2]1[CH2:6][CH2:5][N:4]([CH:7]=[O:8])[CH2:3]1. Reported procedure: The (R)-3-hydroxypyrrolidine-1-carbaldehyde (31 g) was treated with dihydropyran (36.8 ml) and p-toluenesulphonic acid (1 g). The mixture was stirred at room temperature for approximately one hour, during which time the colour changed from yellow to dark purple. GC analysis showed the reaction was complete. The reaction was quenched by addition of saturated sodium bicarbonate solution (90 ml). The aqueous phase was extracted with DCM (3×90 ml). The combined organic phase was washed with saturate... Reactants: C(C1=CC=CC=C1)(=O)OC1=CC=C(C=C1)O (4-benzoyloxyphenol), C(C)(=O)OC1=CC(=C(C=C1)O)C (4-acetoxy-2-methylphenol), CC=1C(=C(C(=C(O)C1)C)C)O (trimethylhydroquinone). Yields the product O1CCCC2=C1C=CC=C2 (3,4-dihydro-2H-benzopyran). As a reaction SMILES: [C:1]([O:9][C:10]1[CH:15]=[CH:14][C:13](O)=[CH:12][CH:11]=1)(=O)[C:2]1[CH:7]=CC=CC=1.C(OC1C=CC(O)=C(C)C=1)(=O)C.CC1C(O)=C(C)C(C)=C(C=1)O>>[O:9]1[C:10]2[CH:11]=[CH:12][CH:13]=[CH:14][C:15]=2[CH2:7][CH2:2][CH2:1]1. Procedure: The same reaction and isolation procedures as Synthesis Example 22 were followed except that 4.28 g of 4-benzoyloxyphenol or 3.32 g of 4-acetoxy-2-methylphenol was used in lieu of 3.04 g of trimethylhydroquinone to give the corresponding 3,4-dihydro-2H-benzopyran derivatives. The yield and FD mass spectrum of each product are given in Table 4. Procedure: A solution of 2-fluoro-4-chloro-5-methoxycarbonyloxyaniline (20.0 g, 91.1 mmol) and 3,4,5,6-tetrahydrophthalic anhydride (14.0 g, 92.0 mmol) in acetic acid (200 ml) was reacted for 5 hours while heating under refluxing. After completion of the reaction, the mixture was-cooled to room temperature, water (200 ml) was added thereto, and extracted with ethyl acetate (100 ml×3 times). The organic layer was washed with an aqueous solution of sodium carbonate and water, dried, and the solvent was disti... The solvent is C(C)(=O)O (acetic acid). Isolated yield 79.1%. The product is FC1=C(C=C(C(=C1)Cl)OC(=O)OC)N1C(C2=C(C1=O)CCCC2)=O (N-(2-fluoro-4-chloro-5-methoxycarbonyloxyphenyl)-3,4,5,6-tetrahydrophthalimide). The reactants are FC1=C(N)C=C(C(=C1)Cl)OC(=O)OC (2-fluoro-4-chloro-5-methoxycarbonyloxyaniline), C1(C2=C(C(=O)O1)CCCC2)=O (3,4,5,6-tetrahydrophthalic anhydride), O (water). As a reaction SMILES: [F:1][C:2]1[CH:8]=[C:7]([Cl:9])[C:6]([O:10][C:11]([O:13][CH3:14])=[O:12])=[CH:5][C:3]=1[NH2:4].[C:15]1(=O)[O:20][C:18](=[O:19])[C:17]2[CH2:21][CH2:22][CH2:23][CH2:24][C:16]1=2.O>C(O)(=O)C>[F:1][C:2]1[CH:8]=[C:7]([Cl:9])[C:6]([O:10][C:11]([O:13][CH3:14])=[O:12])=[CH:5][C:3]=1[N:4]1[C:18](=[O:19])[C:17]2[CH2:21][CH2:22][CH2:23][CH2:24][C:16]=2[C:15]1=[O:20]. Starting materials: C1(=CC=CC=C1)C=1C=CC2=C(N=CO2)C1 (5-phenylbenzoxazole), C(CCCCCCCCCCCCCCCCC)O (1-octadecanol), C(C)(C)N(CC)C(C)C (diisopropylethylamine), FC(S(=O)(=O)OS(=O)(=O)C(F)(F)F)(F)F (trifluoromethanesulfonic anhydride). Run in C(Cl)(Cl)Cl (CHCl3). Run at time 8 hour. The product is C=C1OC2=C(N1CCCCCCCCCCCCCCCCCC)C=C(C=C2)C2=CC=CC=C2 (2-methylene-3-octadecyl-5-phenylbenzoxazole). Isolated yield 76.1%. Reaction SMILES: [CH2:1](O)[CH2:2][CH2:3][CH2:4][CH2:5][CH2:6][CH2:7][CH2:8][CH2:9][CH2:10][CH2:11][CH2:12][CH2:13][CH2:14][CH2:15][CH2:16][CH2:17][CH3:18].[CH:20](N(C(C)C)CC)(C)C.FC(F)(F)S(OS(C(F)(F)F)(=O)=O)(=O)=O.[C:44]1([C:50]2[CH:51]=[CH:52][C:53]3[O:57][CH:56]=[N:55][C:54]=3[CH:58]=2)[CH:49]=[CH:48][CH:47]=[CH:46][CH:45]=1>C(Cl)(Cl)Cl>[CH2:20]=[C:56]1[N:55]([CH2:1][CH2:2][CH2:3][CH2:4][CH2:5][CH2:6][CH2:7][CH2:8][CH2:9][CH2:10][CH2:11][CH2:12][CH2:13][CH2:14][CH2:15][CH2:16][CH2:17][CH3:18])[C:54]2[CH:58]=[C:50]([C:44]3[CH:45]=[CH:46][CH:47]=[CH:48][CH:49]=3)[CH:51]=[CH:52][C:53]=2[O:57]1. Procedure: Powdered 1-octadecanol (15.4 g, 56.9 mmol) and diisopropylethylamine (9.9 mL, 56.9 mmol) are dissolved in 200 mL CHCl3 (dried over molecular sieves). To the above stirred solution is added trifluoromethanesulfonic anhydride (10.4 mL) dropwise over a period of 1 hours. Powdered 5-phenylbenzoxazole (16.7 g, 79.7 mmol) is then added portion-wise over a period of 10 minutes. After stirring overnight, the solution is washed with water and dried with anhydrous Na2SO4. The solution is loaded onto a lar... Starting materials: CC1=CC=C(C(=O)O)C=C1 (4-methylbenzoic acid), ClC1=C(C=2N(C=C1)N=C(C2C(=O)N(C(OC(C)(C)C)=O)C)C2=CC=C(C=C2)F)F (tert-butyl 5-chloro-4-fluoro-2-(4-fluorophenyl)pyrazolo[1,5-a]pyridine-3-carbonyl(methyl)carbamate), CC1=C(C=C(C(=O)O)C=C1)B1OC(C(O1)(C)C)(C)C (4-methyl-3-(4,4,5,5-tetramethyl-1,3,2-dioxaborolan-2-yl)benzoic acid), C([O-])([O-])=O.[Na+].[Na+] (sodium carbonate), tetrakis(tiphenylphosphine)palladium(0). Run in O (water), O1CCOCC1 (dioxane). Reaction conditions: temperature 95 celsius, time 18 hour. The product is C(C)(C)(C)OC(=O)N(C(=O)C=1C(=NN2C1C(=C(C=C2)C=2C=C(C(=O)O)C=CC2C)F)C2=CC=C(C=C2)F)C (3-(3-(tert-butoxycarbonyl(methyl)carbamoyl)-4-fluoro-2-(4-fluorophenyl)pyrazolo[1,5-a]pyridin-5-yl)-4-methylbenzoic acid). Reaction SMILES: [CH3:1][C:2]1[CH:10]=[CH:9][C:5]([C:6]([OH:8])=[O:7])=[CH:4][CH:3]=1.Cl[C:12]1[CH:17]=[CH:16][N:15]2[N:18]=[C:19]([C:32]3[CH:37]=[CH:36][C:35]([F:38])=[CH:34][CH:33]=3)[C:20]([C:21]([N:23]([CH3:31])[C:24](=[O:30])[O:25][C:26]([CH3:29])([CH3:28])[CH3:27])=[O:22])=[C:14]2[C:13]=1[F:39].CC1C=CC(C(O)=O)=CC=1B1OC(C)(C)C(C)(C)O1.C(=O)([O-])[O-].[Na+].[Na+]>O.O1CCOCC1>[C:26]([O:25][C:24]([N:23]([CH3:31])[C:21]([C:20]1[C:19]([C:32]2[CH:33]=[CH:34][C:35]([F:38])=[CH:36][CH:37]=2)=[N:18][N:15]2[CH:16]=[CH:17][C:12]([C:3]3[CH:4]=[C:5]([CH:9]=[CH:10][C:2]=3[CH3:1])[C:6]([OH:8])=[O:7])=[C:13]([F:39])[C:14]=12)=[O:22])=[O:30])([CH3:29])([CH3:28])[CH3:27] |f:3.4.5|. Reported procedure: 3-(3-(tert-butoxycarbonyl)methyl)carbamoyl)-4-fluoro-2-(4-fluorophenyl)pyrazolo[1,5-a]pyridin-5-yl)-4-methylbenzoic acid. To a degassed solution containing tert-butyl 5-chloro-4-fluoro-2-(4-fluorophenyl)pyrazolo[1,5-a]pyridine-3-carbonyl(methyl)carbamate (0.10 g, 0.24 mmol), 4-methyl-3-(4,4,5,5-tetramethyl-1,3,2-dioxaborolan-2-yl)benzoic acid (0.078 g, 0.30 mmol), sodium carbonate (0.075 g, 0.71 mmol), dioxane (2.0 mL) and water (0.40 mL) was added tetrakis(tiphenylphosphine)palladium(0) (0.008 ... Starting materials: COc1cc(OC)c(C=O)cc1Br, COc1ncc(B(O)O)c(OC)n1, COc1cc(OC)c(-c2cc3ccccc3s2)cc1C=O. The product is COc1ncc(-c2cc(C=O)c(OC)cc2OC)c(OC)n1. As a reaction SMILES: [Br:1][c:2]1[c:3]([O:12][CH3:13])[cH:4][c:5]([O:10][CH3:11])[c:6]([CH:7]=[O:8])[cH:9]1.[CH3:14][O:15][c:16]1[n:17][cH:18][c:19]([B:24]([OH:25])[OH:26])[c:20]([O:22][CH3:23])[n:21]1.[s:27]1[c:28](-[c:29]2[c:30]([O:31][CH3:32])[cH:33][c:34]([O:35][CH3:36])[c:37]([CH:39]=[O:40])[cH:38]2)[cH:41][c:42]2[cH:43][cH:44][cH:45][cH:46][c:47]12>>[c:2]1(-[c:19]2[cH:18][n:17][c:16]([O:15][CH3:14])[n:21][c:20]2[O:22][CH3:23])[c:3]([O:12][CH3:13])[cH:4][c:5]([O:10][CH3:11])[c:6]([CH:7]=[O:8])[cH:9]1. Reactants: OC1=C(C=CC=C1)C(CC(=O)OC(C)(C)C)=O (tert-butyl 3-(2-hydroxyphenyl)-3-oxopropanoate), C(C)(=O)O (acetic acid), C1(=CC=C(C=C1)C=O)C (p-tolualdehyde), N1CCCCC1 (piperidine). Solvent: C1=CC=CC=C1 (benzene). Product: OC1=C(C=CC=C1)C(=O)/C(/C(=O)OC(C)(C)C)=C\C1=CC=C(C=C1)C ((E)-tert-butyl 2-(2-hydroxyphenylcarbonyl)-3-p-tolylprop-2-enoate). The yield is 69.0%. RXN SMILES: [OH:1][C:2]1[CH:7]=[CH:6][CH:5]=[CH:4][C:3]=1[C:8](=[O:17])[CH2:9][C:10]([O:12][C:13]([CH3:16])([CH3:15])[CH3:14])=[O:11].[C:18]1([CH3:26])[CH:23]=[CH:22][C:21]([CH:24]=O)=[CH:20][CH:19]=1.N1CCCCC1.C(O)(=O)C>C1C=CC=CC=1>[OH:1][C:2]1[CH:7]=[CH:6][CH:5]=[CH:4][C:3]=1[C:8](/[C:9](=[CH:26]\[C:18]1[CH:23]=[CH:22][C:21]([CH3:24])=[CH:20][CH:19]=1)/[C:10]([O:12][C:13]([CH3:14])([CH3:16])[CH3:15])=[O:11])=[O:17]. Procedure details: Prepared according to general procedure A using tert-butyl 3-(2-hydroxyphenyl)-3-oxopropanoate (18) (354 mg, 1.5 mmol), p-tolualdehyde (150 μL, 1.5 mmol), 15.0 mL benzene, piperidine (15 μL, 0.15 mmol) and glacial acetic acid (8.6 μL, 0.15 mmol), refluxed for 3 h. Purified via recrystallization from hexanes/CH2Cl2, yielding 350 mg (69%) of clear prisms. mp=86-89° C.; IR (film) 2978.2; 1712.8; 1624.5; 1155.2 cm−1; 1H NMR (100.7 MHz, CDCl3) δ 11.93 (bs, 1H), 7.82 (s, 1H), 7.52 (d, J=8.0 Hz, 1H), 7... Yield: 48.2%. Conditions: time 30 minute. Starting materials: [Li]CCCC (nBuLi), C(C1=CC=CC=C1)N(C(=O)NC)CCO (1-Benzyl-1-(2-hydroxy-ethyl)-3-methyl-urea), CC1=CC=C(C=C1)S(=O)(=O)Cl (P-Toluenesulfonyl chloride). RXN SMILES: [Li]CCCC.[CH2:6]([N:13]([CH2:18][CH2:19][OH:20])[C:14]([NH:16][CH3:17])=[O:15])[C:7]1[CH:12]=[CH:11][CH:10]=[CH:9][CH:8]=1.[CH3:21][C:22]1[CH:27]=[CH:26][C:25]([S:28](Cl)(=[O:30])=[O:29])=[CH:24][CH:23]=1>C1COCC1>[CH2:6]([N:13]([CH2:18][CH2:19][O:20][S:28]([C:25]1[CH:26]=[CH:27][C:22]([CH3:21])=[CH:23][CH:24]=1)(=[O:30])=[O:29])[C:14]([NH:16][CH3:17])=[O:15])[C:7]1[CH:12]=[CH:11][CH:10]=[CH:9][CH:8]=1. Reported procedure: nBuLi (2.8 N, 1.01 g, 0.0157 mol) was added at −78° C. to a solution of 1-benzyl-1-(2-hydroxy-ethyl)-3-methyl-urea (3 g, 0.0143 mol, from (i) above) in 30 ml of dry TBF and stirred at same temperature for 30 min under nitrogen atmosphere. P-Toluenesulfonyl chloride (3 g, 0.0157 mol) in 20 ml of dry THF was added dropwise at −78° C. and stirred for 3 h under nitrogen atmosphere. The reaction was quenched with methanol and solvent evaporated under reduced pressure. The crude was purified by column... The product is C(C1=CC=CC=C1)N(C(=O)NC)CCOS(=O)(=O)C1=CC=C(C=C1)C (Toluene-4-sulfonic acid 2-(1-benzyl-3-methyl-ureido)-ethyl ester). Run in TBF, C1CCOC1 (THF).